From a dataset of the Open Reaction Database (ORD), a public repository of structured organic reaction records. describe an organic reaction: reactants, conditions, products, and yield Starting materials: C(C)(=O)O[C@@H]1[C@H]([C@H](OCCCCCC(=O)OC)O[C@@H]([C@H]1OC(C)=O)COC(C)=O)N1C(C=2C(C1=O)=CC=CC2)=O (5-Methoxycarbonylpentyl 3,4,6-Tri-O-acetyl-2-deoxy-2-phthalimido-β-D-glucopyranoside), C[O-].[Na+].CO (NaOMe MeOH). The solvent is CO (MeOH). Run at time 6 hour. Product: C1(C=2C(C(N1[C@H]1[C@H](OCCCCCC(=O)OC)O[C@@H]([C@H]([C@@H]1O)O)CO)=O)=CC=CC2)=O (5-Methoxycarbonylpentyl 2-Deoxy-2-phthalimido-β-D-glucopyranoside). Isolated yield 99.0%. As a reaction SMILES: C([O:4][C@H:5]1[C@H:20]([O:21]C(=O)C)[C@@H:19]([CH2:25][O:26]C(=O)C)[O:18][C@@H:7]([O:8][CH2:9][CH2:10][CH2:11][CH2:12][CH2:13][C:14]([O:16][CH3:17])=[O:15])[C@@H:6]1[N:30]1[C:34](=[O:35])[C:33]2=[CH:36][CH:37]=[CH:38][CH:39]=[C:32]2[C:31]1=[O:40])(=O)C.C[O-].[Na+].CO>CO>[C:31]1(=[O:40])[N:30]([C@@H:6]2[C@@H:5]([OH:4])[C@H:20]([OH:21])[C@@H:19]([CH2:25][OH:26])[O:18][C@H:7]2[O:8][CH2:9][CH2:10][CH2:11][CH2:12][CH2:13][C:14]([O:16][CH3:17])=[O:15])[C:34](=[O:35])[C:33]2=[CH:36][CH:37]=[CH:38][CH:39]=[C:32]12 |f:1.2.3|. Procedure details: Compound 61a (26.0 g, 46.18 mmol) was treated with NaOMe/MeOH (25 wt. %, 2.7 mL) in MeOH (200 mL) at room temperature. After 6 h, the mixture was neutralized (IRC-50 resin, weak acid) and concentrated to give product 61b (20.0 g, 99%) as semisolids: 1H-NMR (500 MHz, CDCl3), δ 7.78–7.82 (m, 2H), 7.68–7.72 (m, 2H), 5.16 (d, J=8.5 Hz, 1H), 4.63 (d, J=4.5 Hz, 1H), 4.25–4.31 (m, 2H), 4.06 (dt, J=2.0, 8.5 Hz, 1H), 3.88–3.89 (m, 2H), 3.76 (dt, J=10.0, 6.5 Hz, 1H), 3.65–3.71 (m, 1H), 3.59 (s, 3H), 3.48 ... The reactants are N1N=C(C=2C1=NC=CC2)N (1H-pyrazolo[3,4-b]pyridin-3-amine), ClC1=C(C=C(C#N)C#N)C=CC(=C1)Cl ((2,4-dichlorobenzylidene)malononitrile), ClC1=C(C=C(C#N)C#N)C=CC(=C1)Cl ((2,4-dichlorobenzylidene)malononitrile). Product: NC1=C(C(=NC=2N1N=C1C2C=CC=N1)C1=C(C=C(C=C1)Cl)Cl)C#N (4-amino-2-(2,4-dichlorophenyl)pyrido[2′,3′:3,4]pyrazolo[1,5-a]pyrimidine-3-carbonitrile). As a reaction SMILES: [NH:1]1[C:5]2=[N:6][CH:7]=[CH:8][CH:9]=[C:4]2[C:3]([NH2:10])=[N:2]1.[Cl:11][C:12]1[CH:23]=[C:22]([Cl:24])[CH:21]=[CH:20][C:13]=1[CH:14]=[C:15]([C:18]#[N:19])[C:16]#[N:17]>>[NH2:19][C:18]1[N:2]2[N:1]=[C:5]3[N:6]=[CH:7][CH:8]=[CH:9][C:4]3=[C:3]2[N:10]=[C:14]([C:13]2[CH:20]=[CH:21][C:22]([Cl:24])=[CH:23][C:12]=2[Cl:11])[C:15]=1[C:16]#[N:17]. Procedure details: Commercial 1H-pyrazolo[3,4-b]pyridin-3-amine and (2,4-dichlorobenzylidene)malononitrile (Intermediate 1) were reacted according to the procedure of Example 1, Step A, and the crude product was purified by preparative HPLC (C18 reverse phase column, gradient elution with 10-80% acetonitrile in water containing 0.05% trifluoroacetic acid) to give the title compound as a yellow solid. LC-MS 355 (M+1). Starting materials: CC1=CC=CC=2C3=CC=CC=C3C(C12)C(=O)O (1-methyl-9-fluorenecarboxylic acid). Solvent: C1CCOC1 (THF), C1CCOC1 (THF). Conditions: time 8 hour. Yields the product CC1=CC=CC=2C3=CC=CC=C3C(C12)CO (1-methyl-9-fluorenemethanol). The yield is 85.0%. As a reaction SMILES: [CH3:1][C:2]1[C:14]2[CH:13]([C:15](O)=[O:16])[C:12]3[C:7](=[CH:8][CH:9]=[CH:10][CH:11]=3)[C:6]=2[CH:5]=[CH:4][CH:3]=1>C1COCC1>[CH3:1][C:2]1[C:14]2[CH:13]([CH2:15][OH:16])[C:12]3[C:7](=[CH:8][CH:9]=[CH:10][CH:11]=3)[C:6]=2[CH:5]=[CH:4][CH:3]=1. Procedure details: A solution of 1-methyl-9-fluorenecarboxylic acid (4.0 g, 17.9 mmol) in 100 mL of THF was charged with IM THF solution of BH3 -THF complex (35 mL, 35 mmol) at 0° C. The reaction mixture was stirred overnight at room temperature then quenched with water (20 mL). The organic layer was washed with 10% potassium carbonate solution, water, brine, dried and evaporated to afford 1-methyl-9-fluorenemethanol (3.2 g, 84.9%).